Dataset: the Open Reaction Database (ORD), a public repository of structured organic reaction records. Task: describe an organic reaction: reactants, conditions, products, and yield Starting materials: P(=O)(O)(O)O.O=C(O)CN(C)C(N)=N (creatine phosphate), P(O)(=O)(OP(=O)(O)O)OC[C@@H]1[C@H]([C@H]([C@@H](O1)N1C=NC=2C(N)=NC=NC12)O)O (adenosine diphosphate), C(C)(=O)N[C@@H](CS)C(=O)O (N-acetylcysteine), ADP N-Ac Mg++, P(O)(=O)(OP(=O)(O)O)OC[C@@H]1[C@H]([C@H]([C@@H](O1)N1C=NC=2C(N)=NC=NC12)O)O (ADP), C(C)(=O)N[C@@H](CS)C(=O)O (N-acetylcysteine), O=C(O)CN(C)C(N)=N (creatine), C([C@@H]1[C@H]([C@@H]([C@H]([C@@H](O1)O)O)O)O)OP(=O)(O)O (glucose-6-phosphate). Reaction conditions: temperature 37 celsius. The product is P(O)(=O)(OP(=O)(O)OP(=O)(O)O)OC[C@@H]1[C@H]([C@H]([C@@H](O1)N1C=NC=2C(N)=NC=NC12)O)O (ATP), O=C(O)CN(C)C(N)=N (creatine). As a reaction SMILES: [O:1]=[C:2]([CH2:4][N:5]([C:7](=[NH:9])[NH2:8])[CH3:6])[OH:3].C([O:21][P:22](O)([OH:24])=[O:23])[C@H]1O[C@@H](O)[C@H](O)[C@@H](O)[C@@H]1O.P(O)(O)(O)=O.O=C(CN(C(=N)N)C)O.[P:40]([O:48][CH2:49][C@H:50]1[O:54][C@@H:53]([N:55]2[C:64]3[N:63]=[CH:62][N:61]=[C:59]([NH2:60])[C:58]=3[N:57]=[CH:56]2)[C@H:52]([OH:65])[C@@H:51]1[OH:66])([O:43][P:44]([OH:47])([OH:46])=[O:45])(=[O:42])[OH:41].C(N[C@H](C(O)=O)CS)(=O)C>>[P:40]([O:48][CH2:49][C@H:50]1[O:54][C@@H:53]([N:55]2[C:64]3[N:63]=[CH:62][N:61]=[C:59]([NH2:60])[C:58]=3[N:57]=[CH:56]2)[C@H:52]([OH:65])[C@@H:51]1[OH:66])([O:43][P:44]([O:46][P:22]([OH:24])([OH:23])=[O:21])([OH:47])=[O:45])(=[O:41])[OH:42].[O:1]=[C:2]([CH2:4][N:5]([C:7](=[NH:8])[NH2:9])[CH3:6])[OH:3] |f:2.3|. Procedure: Numerous applications for bound or immobilized enzymes are known. The present invention is especially suited for the analysis of creatine phosphokinase (CPK). Such analysis can be carried out by preparing a single polyurethane tube having a mixture of hexokinase and glucose-6-phosphate dehydrogenase (G6PDH) bound on the interior surface thereof. With reference to the FIGURE there is described, schematically, a mechanical system for continuous analyses of a large number of serum samples. Such dev... The reactants are ClC=1C=C(C(=O)OO)C=CC1 (3-chloroperoxybenzoic acid), C(C)SC1=C(C=CC=C1)C(C)=O (2′-ethylsulfanylacetophenone), S(=S)(=O)([O-])[O-].[Na+].[Na+] (sodium thiosulfate). Solvent: C(Cl)(Cl)Cl (chloroform). Conditions: time 4 hour. Product: C(C)S(=O)(=O)C1=C(C=CC=C1)C(C)=O (2′-ethylsulfonylacetophenone). Reaction SMILES: Cl[C:2]1C=C(C=C[CH:11]=1)C(OO)=O.C(S[C:15]1[CH:20]=[CH:19][CH:18]=[CH:17][C:16]=1[C:21](=[O:23])[CH3:22])C.[S:24]([O-:28])([O-])(=[O:26])=S.[Na+].[Na+]>C(Cl)(Cl)Cl>[CH2:2]([S:24]([C:15]1[CH:20]=[CH:19][CH:18]=[CH:17][C:16]=1[C:21](=[O:23])[CH3:22])(=[O:28])=[O:26])[CH3:11] |f:2.3.4|. Procedure details: 8.41 g of 3-chloroperoxybenzoic acid (purity of 65% or more) was added to a mixture of 3.0 g of 2′-ethylsulfanylacetophenone and 40 ml of chloroform under ice cooling, and the mixture was stirred at room temperature for 4 hours. A 10% aqueous sodium thiosulfate solution was poured to the reaction mixture, and the mixture was filtered. The filtrate was washed with a saturated aqueous sodium bicarbonate solution and dried over anhydrous magnesium sulfate, then concentrated under reduced pressure t... Reactants: BrC1=CC(=C(C(=C1)F)C(=O)N1CCN(CC1)C1=NC=C(C=C1C)C)F ((4-bromo-2,6-difluorophenyl)[4-(3,5-dimethylpyridin-2-yl)piperazin-1-yl]methanone), CN1C(NCC1)=O (1-methylimidazolidin-2-one). Product: CC=1C(=NC=C(C1)C)N1CCN(CC1)C(=O)C1=C(C=C(C=C1F)N1C(N(CC1)C)=O)F (1-{4-[4-(3,5-dimethylpyridin-2-yl)piperazine-1-carbonyl]-3,5-difluorophenyl}-3-methylimidazolidin-2-one). The yield is 85.5%. RXN SMILES: Br[C:2]1[CH:7]=[C:6]([F:8])[C:5]([C:9]([N:11]2[CH2:16][CH2:15][N:14]([C:17]3[C:22]([CH3:23])=[CH:21][C:20]([CH3:24])=[CH:19][N:18]=3)[CH2:13][CH2:12]2)=[O:10])=[C:4]([F:25])[CH:3]=1.[CH3:26][N:27]1[CH2:31][CH2:30][NH:29][C:28]1=[O:32]>>[CH3:23][C:22]1[C:17]([N:14]2[CH2:15][CH2:16][N:11]([C:9]([C:5]3[C:6]([F:8])=[CH:7][C:2]([N:29]4[CH2:30][CH2:31][N:27]([CH3:26])[C:28]4=[O:32])=[CH:3][C:4]=3[F:25])=[O:10])[CH2:12][CH2:13]2)=[N:18][CH:19]=[C:20]([CH3:24])[CH:21]=1. Procedure details: Using (4-bromo-2,6-difluorophenyl)[4-(3,5-dimethylpyridin-2-yl)piperazin-1-yl]methanone (410 mg) described in Preparation Example 111 and 1-methylimidazolidin-2-one (120 mg) and by the reaction and treatment in the same manner as in Example 1, the title compound (367 mg) was obtained. The reactants are BrC1=CC=C2CCN(C2=C1)C(=O)OC(C)(C)C (tert-butyl 6-bromo-2,3-dihydro-1H-indole-1-carboxylate), CC1=C(CN2C=C(C3=CC=C(C=C23)C(=O)O)C)C(=CC=C1)C (1-(2,6-dimethylbenzyl)-3-methyl-1H-indole-6-carboxylic acid). Yields the product C(C=C)C1=CC=C2CCN(C2=C1)C(=O)OC(C)(C)C (tert-butyl 6-allyl-2,3-dihydro-1H-indole-1-carboxylate). As a reaction SMILES: Br[C:2]1[CH:10]=[C:9]2[C:5]([CH2:6][CH2:7][N:8]2[C:11]([O:13][C:14]([CH3:17])([CH3:16])[CH3:15])=[O:12])=[CH:4][CH:3]=1.[CH3:18][C:19]1C=CC=C(C)[C:20]=1CN1C2C(=CC=C(C(O)=O)C=2)C(C)=C1>>[CH2:20]([C:2]1[CH:10]=[C:9]2[C:5]([CH2:6][CH2:7][N:8]2[C:11]([O:13][C:14]([CH3:17])([CH3:16])[CH3:15])=[O:12])=[CH:4][CH:3]=1)[CH:19]=[CH2:18]. Procedure: The titled compound (5.7 g) as a colorless oil was prepared from tert-butyl 6-bromo-2,3-dihydro-1H-indole-1-carboxylate (7.5 g) obtained with the method described in the document (WO 1998/43956 A) according to the method of the process (2) of Example 66. Reactants: C[C@H](C1=CC=CC=C1)N ((R)-(+)-α-methylbenzylamine), C(CCl)Cl (EDC), C=1C=CC2=C(C1)N=NN2O (HOBT), CCN(C(C)C)C(C)C (DIPEA), C(C)(C)(C)OC(=O)NC(C(=O)N1CCC2N(CC(C21)C(=O)O)S(=O)(=O)C)C2CCCCC2 (4-(2-tert-Butoxycarbonylamino-2-cyclohexyl-acetyl)-1-methanesulfonyl-octahydro-pyrrolo[3,2-b]pyrrole-3-carboxylic acid). Run in C(Cl)Cl (DCM), C(Cl)Cl (DCM). Run at time 16 hour. The product is C(C)(C)(C)OC(NC(C(=O)N1C2C(CC1)N(CC2C(NC(C)C2=CC=CC=C2)=O)S(=O)(=O)C)C2CCCCC2)=O ({1-Cyclohexyl-2-[4-methanesulfonyl-6-(1-phenyl-ethylcarbamoyl)-hexahydro-pyrrolo[3,2-b]pyrrol-1-yl]-2-oxo-ethyl}-carbamic acid tert-butyl ester). As a reaction SMILES: [C:1]([O:5][C:6]([NH:8][CH:9]([CH:27]1[CH2:32][CH2:31][CH2:30][CH2:29][CH2:28]1)[C:10]([N:12]1[CH:19]2[CH:15]([N:16]([S:23]([CH3:26])(=[O:25])=[O:24])[CH2:17][CH:18]2[C:20]([OH:22])=O)[CH2:14][CH2:13]1)=[O:11])=[O:7])([CH3:4])([CH3:3])[CH3:2].[CH3:33][C@@H:34]([NH2:41])[C:35]1[CH:40]=[CH:39][CH:38]=[CH:37][CH:36]=1.C(Cl)CCl.C1C=CC2N(O)N=NC=2C=1.CCN(C(C)C)C(C)C>C(Cl)Cl>[C:1]([O:5][C:6](=[O:7])[NH:8][CH:9]([CH:27]1[CH2:32][CH2:31][CH2:30][CH2:29][CH2:28]1)[C:10]([N:12]1[CH2:13][CH2:14][CH:15]2[N:16]([S:23]([CH3:26])(=[O:24])=[O:25])[CH2:17][CH:18]([C:20](=[O:22])[NH:41][CH:34]([C:35]3[CH:40]=[CH:39][CH:38]=[CH:37][CH:36]=3)[CH3:33])[CH:19]12)=[O:11])([CH3:2])([CH3:4])[CH3:3]. Procedure: A solution of 29 (115 mg, 0.24 mmol) in DCM (6 mL) was cooled to 0° C. and treated with (R)-(+)-α-methylbenzylamine (36 μL, 0.28 mmol), EDC (71 mg, 0.37 mmol), and HOBT (51 mg, 0.37 mmol). To this solution was then added DIPEA (0.2 mL, 1.2 mmol). The reaction mixture was allowed to warm to ambient temperature. After 16 h, the solution was diluted with DCM, washed with 1M HCl, dried over anhydrous Na2SO4, filtered and concentrated to give crude 30 as an off-white foam. The crude residue was dilut... Starting materials: CCN=C=NCCCN(C)C, CNOC, CN(C)c1ccncc1, CC#N, CCN(C(C)C)C(C)C, Cl, Cl, [Na+], O=C([O-])O, O, On1nnc2ccccc21, O=C(O)c1cnn2c1OCCC2. The product is CON(C)C(=O)c1cnn2c1OCCC2. Reaction SMILES: [CH3:14][N:15]([CH3:16])[CH2:17][CH2:18][CH2:19][N:20]=[C:21]=[N:22][CH2:23][CH3:24].[CH3:46][NH:47][O:48][CH3:49].[CH3:55][N:56]([CH3:57])[c:58]1[cH:59][cH:60][n:61][cH:62][cH:63]1.[CH3:64][C:65]#[N:66].[CH:36]([N:37]([CH2:38][CH3:39])[CH:40]([CH3:41])[CH3:42])([CH3:43])[CH3:44].[ClH:13].[ClH:45].[Na+:54].[O-:50][C:51]([OH:52])=[O:53].[OH2:25].[OH:26][n:27]1[c:28]2[cH:29][cH:30][cH:31][cH:32][c:33]2[n:34][n:35]1.[n:1]1[cH:2][c:3]([C:10](=[O:11])[OH:12])[c:4]2[n:9]1[CH2:8][CH2:7][CH2:6][O:5]2>>[n:1]1[cH:2][c:3]([C:10](=[O:12])[N:47]([CH3:46])[O:48][CH3:49])[c:4]2[n:9]1[CH2:8][CH2:7][CH2:6][O:5]2. Reactants: CNC(=O)NC1=C(C(=NS1)N(C)C)C#N (1-methyl-3-(4-cyano-3-(dimethylamino)-5-isothiazolyl)urea), S(O)(O)(=O)=O (sulfuric acid). The solvent is ice water. Yields the product CNC(=O)NC1=C(C(=NS1)N(C)C)C(N)=O (1-methyl-3-(4-carbamoyl-3-(dimethylamino)-5-isothiazolyl)urea). RXN SMILES: [CH3:1][NH:2][C:3]([NH:5][C:6]1[S:10][N:9]=[C:8]([N:11]([CH3:13])[CH3:12])[C:7]=1[C:14]#[N:15])=[O:4].S(=O)(=O)(O)[OH:17]>>[CH3:1][NH:2][C:3]([NH:5][C:6]1[S:10][N:9]=[C:8]([N:11]([CH3:12])[CH3:13])[C:7]=1[C:14](=[O:17])[NH2:15])=[O:4]. Reported procedure: A mixture of 11.2 g of 1-methyl-3-(4-cyano-3-(dimethylamino)-5-isothiazolyl)urea and 20 ml of concentrated sulfuric acid was heated at 85°-90° for 11/2 hours. The reaction mixture was poured into 300 ml of ice-water and the solid precipitate was collected by filtration. The solid was washed with water and a small amount of cold ethanol. The nmr spectrum of this solid (m.p. 243°, decomposes) indicated it to be the bisulfate salt of 1-methyl-3-(4-carbamoyl-3-(dimethylamino)-5-isothiazolyl)urea. Th... Starting materials: [Al+3], COC(=O)N1CCC(c2n[nH]c3cc(Cl)ccc23)CC1, [H-], [H-], [H-], [H-], [Li+], C1CCOC1, O. Yields the product CN1CCC(c2n[nH]c3cc(Cl)ccc23)CC1. Reaction SMILES: [Al+3:22].[CH3:1][O:2][C:3](=[O:4])[N:5]1[CH2:6][CH2:7][CH:8]([c:11]2[n:12][nH:13][c:14]3[cH:15][c:16]([Cl:20])[cH:17][cH:18][c:19]23)[CH2:9][CH2:10]1.[H-:21].[H-:24].[H-:25].[H-:26].[Li+:23].[O:28]1[CH2:29][CH2:30][CH2:31][CH2:32]1.[OH2:27]>>[CH3:3][N:5]1[CH2:6][CH2:7][CH:8]([c:11]2[n:12][nH:13][c:14]3[cH:15][c:16]([Cl:20])[cH:17][cH:18][c:19]23)[CH2:9][CH2:10]1.